This data is from the Open Reaction Database (ORD), a public repository of structured organic reaction records. The task is: describe an organic reaction: reactants, conditions, products, and yield Reactants: CC1OC(=O)c2cncc(Br)c21, O=C([O-])[O-], CC1(C)OB(c2ccc(C#N)c(Cl)c2)OC1(C)C, [Na+], [Na+], CN(C)C=O. The product is CC1OC(=O)c2cncc(-c3ccc(C#N)c(Cl)c3)c21. Reaction SMILES: [Br:19][c:20]1[c:21]2[c:22]([cH:23][n:24][cH:25]1)[C:26](=[O:30])[O:27][CH:28]2[CH3:29].[C:31](=[O:32])([O-:33])[O-:34].[Cl:1][c:2]1[c:3]([C:4]#[N:5])[cH:6][cH:7][c:8]([B:10]2[O:11][C:12]([CH3:13])([CH3:14])[C:15]([CH3:16])([CH3:17])[O:18]2)[cH:9]1.[Na+:35].[Na+:36].[O:37]=[CH:38][N:39]([CH3:40])[CH3:41]>>[Cl:1][c:2]1[c:3]([C:4]#[N:5])[cH:6][cH:7][c:8](-[c:20]2[c:21]3[c:22]([cH:23][n:24][cH:25]2)[C:26](=[O:30])[O:27][CH:28]3[CH3:29])[cH:9]1. The reactants are FC1=C(C(=O)O)C=CC(=C1I)C (2-fluoro-3-iodo-4-methylbenzoic acid), B(OC)(OC)OC (trimethyl borate), CO (Methanol), CSC.B (borane-dimethyl sulfide). The solvent is C1CCOC1 (THF). Reaction conditions: time 15 minute. Yields the product FC1=C(C=O)C=CC(=C1I)C (2-fluoro-3-iodo-4-methylbenzaldehyde). Reaction SMILES: [F:1][C:2]1[C:10]([I:11])=[C:9]([CH3:12])[CH:8]=[CH:7][C:3]=1[C:4](O)=[O:5].B(OC)(OC)OC.CSC.B.CO>C1COCC1>[F:1][C:2]1[C:10]([I:11])=[C:9]([CH3:12])[CH:8]=[CH:7][C:3]=1[CH:4]=[O:5] |f:2.3|. Reported procedure: To a solution of 2-fluoro-3-iodo-4-methylbenzoic acid (2.00 g, 7.1 mmol) in anhydrous THF (10 mL) was added trimethyl borate (0.80 mL, 7.1 mmol) at RT. The resulting mixture was stirred for 15 min, then cooled in an ice bath and treated with borane-dimethyl sulfide (6.4 mL of 2.0 M solution in THF, 12.8 mmol) slowly. The reaction mixture was stirred for 4 h at RT. Methanol (0.5 mL) was added dropwise at RT. After stirring for 30 min, the reaction mixture was concentrated under vacuum. The residu... The reactants are OCCC1CCC=C1Br, O=C([O-])[O-], CCO, OB(O)c1ccccc1F, [Na+], [Na+], O, [Pd], c1ccc(P(c2ccccc2)c2ccccc2)cc1, c1ccc(P(c2ccccc2)c2ccccc2)cc1, c1ccc(P(c2ccccc2)c2ccccc2)cc1, c1ccc(P(c2ccccc2)c2ccccc2)cc1, c1ccccc1. Product: OCCC1CCC=C1c1ccccc1F. As a reaction SMILES: [Br:1][C:2]1=[CH:6][CH2:5][CH2:4][CH:3]1[CH2:7][CH2:8][OH:9].[C:10](=[O:11])([O-:12])[O-:13].[CH3:32][CH2:33][OH:34].[F:16][c:17]1[c:18]([B:23]([OH:24])[OH:25])[cH:19][cH:20][cH:21][cH:22]1.[Na+:14].[Na+:15].[OH2:35].[Pd:36].[c:37]1([P:38]([c:39]2[cH:40][cH:41][cH:42][cH:43][cH:44]2)[c:45]2[cH:46][cH:47][cH:48][cH:49][cH:50]2)[cH:51][cH:52][cH:53][cH:54][cH:55]1.[c:56]1([P:57]([c:58]2[cH:59][cH:60][cH:61][cH:62][cH:63]2)[c:64]2[cH:65][cH:66][cH:67][cH:68][cH:69]2)[cH:70][cH:71][cH:72][cH:73][cH:74]1.[c:75]1([P:76]([c:77]2[cH:78][cH:79][cH:80][cH:81][cH:82]2)[c:83]2[cH:84][cH:85][cH:86][cH:87][cH:88]2)[cH:89][cH:90][cH:91][cH:92][cH:93]1.[c:94]1([P:95]([c:96]2[cH:97][cH:98][cH:99][cH:100][cH:101]2)[c:102]2[cH:103][cH:104][cH:105][cH:106][cH:107]2)[cH:108][cH:109][cH:110][cH:111][cH:112]1.[cH:26]1[cH:27][cH:28][cH:29][cH:30][cH:31]1>>[C:2]1([c:18]2[c:17]([F:16])[cH:22][cH:21][cH:20][cH:19]2)=[CH:6][CH2:5][CH2:4][CH:3]1[CH2:7][CH2:8][OH:9]. The reactants are CC(=O)C(=O)O, C(=NC1CCCCC1)=NC1CCCCC1, ClCCl, Oc1c(F)c(F)c(F)c(F)c1F. The product is CC(=O)C(=O)Oc1c(F)c(F)c(F)c(F)c1F. As a reaction SMILES: [CH3:28][C:29](=[O:30])[C:31]([OH:32])=[O:33].[CH:13]1([N:14]=[C:15]=[N:16][CH:17]2[CH2:18][CH2:19][CH2:20][CH2:21][CH2:22]2)[CH2:23][CH2:24][CH2:25][CH2:26][CH2:27]1.[Cl:34][CH2:35][Cl:36].[F:1][c:2]1[c:3]([F:12])[c:4]([F:11])[c:5]([F:10])[c:6]([F:9])[c:7]1[OH:8]>>[F:1][c:2]1[c:3]([F:12])[c:4]([F:11])[c:5]([F:10])[c:6]([F:9])[c:7]1[O:8][C:31]([C:29]([CH3:28])=[O:30])=[O:32]. Starting materials: COC1=C(CNC=2C3=C(N=CN2)N(C=C3)[C@@H]3C[C@@H]([C@@H]2[C@H]3OC(O2)(C)C)CNC2CC(C2)CCC(=O)OCC)C=CC(=C1)OC (Ethyl 3-(3-((((3aR,4R,6R,6aS)-6-(4-((2,4-dimethoxybenzyl)amino)-7H-pyrrolo[2,3-d]pyrimidin-7-yl)-2,2-dimethyltetrahydro-3aH-cyclopenta[d][1,3]dioxol-4-yl)methyl)amino)cyclobutyl)propanoate), C(=O)(O)[O-].[Na+] (NaHCO3), C1(CCC1)=O (Cyclobutanone), C(#N)[BH3-].[Na+] (Sodium cyanoborohydride), solution. Solvent: CC(=O)O (AcOH), CO (MeOH), CO (methanol). Run at time 3 day. The product is C1(CCC1)N(C1CC(C1)CCC(=O)OCC)C[C@H]1C[C@H]([C@@H]2OC(O[C@@H]21)(C)C)N2C=CC1=C2N=CN=C1NCC1=C(C=C(C=C1)OC)OC (ethyl 3-(3-(cyclobutyl(((3aR,4R,6R,6aS)-6-(4-((2,4-dimethoxybenzyl)amino)-7H-pyrrolo[2,3-d]pyrimidin-7-yl)-2,2-dimethyltetrahydro-3aH-cyclopenta[d][1,3]dioxol-4-yl)methyl)amino)cyclobutyl)propanoate). Reaction SMILES: [CH3:1][O:2][C:3]1[CH:42]=[C:41]([O:43][CH3:44])[CH:40]=[CH:39][C:4]=1[CH2:5][NH:6][C:7]1[C:8]2[CH:15]=[CH:14][N:13]([C@H:16]3[C@@H:20]4[O:21][C:22]([CH3:25])([CH3:24])[O:23][C@@H:19]4[C@@H:18]([CH2:26][NH:27][CH:28]4[CH2:31][CH:30]([CH2:32][CH2:33][C:34]([O:36][CH2:37][CH3:38])=[O:35])[CH2:29]4)[CH2:17]3)[C:9]=2[N:10]=[CH:11][N:12]=1.C([BH3-])#N.[Na+].[C:49]1(=O)[CH2:52][CH2:51][CH2:50]1.C([O-])(O)=O.[Na+]>CO.CC(O)=O>[CH:49]1([N:27]([CH2:26][C@@H:18]2[C@@H:19]3[C@@H:20]([O:21][C:22]([CH3:25])([CH3:24])[O:23]3)[C@H:16]([N:13]3[C:9]4[N:10]=[CH:11][N:12]=[C:7]([NH:6][CH2:5][C:4]5[CH:39]=[CH:40][C:41]([O:43][CH3:44])=[CH:42][C:3]=5[O:2][CH3:1])[C:8]=4[CH:15]=[CH:14]3)[CH2:17]2)[CH:28]2[CH2:29][CH:30]([CH2:32][CH2:33][C:34]([O:36][CH2:37][CH3:38])=[O:35])[CH2:31]2)[CH2:52][CH2:51][CH2:50]1 |f:1.2,4.5|. Procedure details: Ethyl 3-(3-((((3aR,4R,6R,6aS)-6-(4-((2,4-dimethoxybenzyl)amino)-7H-pyrrolo[2,3-d]pyrimidin-7-yl)-2,2-dimethyltetrahydro-3aH-cyclopenta[d][1,3]dioxol-4-yl)methyl)amino)cyclobutyl)propanoate (0.84 g, 1.4 mmol) was taken up in methanol (10 ml) and Sodium cyanoborohydride (0.087 g, 1.4 mmol) was added. The pH was adjusted to ca. 6 using a 10% solution of AcOH in MeOH, then Cyclobutanone (0.15 ml, 2.1 mmol) added in one portion. The reaction was stirred at RT for 3 days. NaHCO3 (sat'd) added to the r... Reactants: C(C)(C)(C)NS(=O)(=O)C=1SC(=CC1)C1=CC(=CC=C1)C1=NC(=CC(=N1)C)C1=CC(=C(C=C1)Cl)C (N-tert-butyl-5-{3-[6-(4-chloro-3-methyl-phenyl)-4-methyl-pyrimidin-2-yl]-phenyl}-thiophene-2-sulfonic acid amide), C(=O)(C(F)(F)F)O (TFA). Run in ClCCl (dichloromethane). Run at time 15 hour. Product: ClC1=C(C=C(C=C1)C1=NC(=NC(=C1)C)C=1C=C(C=CC1)C1=CC=C(S1)S(=O)(=O)N)C (5-{3-[4-(4-Chloro-3-methyl-phenyl)-6-methyl-pyrimidin-2-yl]-phenyl}-thiophene-2-sulfonic acid amide). Yield: 25.8%. As a reaction SMILES: C([NH:5][S:6]([C:9]1[S:10][C:11]([C:14]2[CH:19]=[CH:18][CH:17]=[C:16]([C:20]3[N:25]=[C:24]([CH3:26])[CH:23]=[C:22]([C:27]4[CH:32]=[CH:31][C:30]([Cl:33])=[C:29]([CH3:34])[CH:28]=4)[N:21]=3)[CH:15]=2)=[CH:12][CH:13]=1)(=[O:8])=[O:7])(C)(C)C.C(O)(C(F)(F)F)=O>ClCCl>[Cl:33][C:30]1[CH:31]=[CH:32][C:27]([C:22]2[CH:23]=[C:24]([CH3:26])[N:25]=[C:20]([C:16]3[CH:15]=[C:14]([C:11]4[S:10][C:9]([S:6]([NH2:5])(=[O:7])=[O:8])=[CH:13][CH:12]=4)[CH:19]=[CH:18][CH:17]=3)[N:21]=2)=[CH:28][C:29]=1[CH3:34]. Procedure details: To a cooled and stirred solution of N-tert-butyl-5-{3-[6-(4-chloro-3-methyl-phenyl)-4-methyl-pyrimidin-2-yl]-phenyl}-thiophene-2-sulfonic acid amide (0.405 g) in dichloromethane (6 ml) was added TFA (6 ml) and the reaction mixture was allowed to stir at room temperature for 15 h. The mixture was evaporated to dryness and saturated NaHCO3 solution (5 ml), diethylether and heptane were added. The mixture was stirred at room temperature for 1 h, the precipitate was collected by filtration and furth... Reaction SMILES: [C:1]([N:5]1[C:9]([C:10]2[S:11][CH:12]=[CH:13][CH:14]=2)=[CH:8][C:7]([CH2:15][CH2:16][CH:17]=O)=[N:6]1)([CH3:4])([CH3:3])[CH3:2].[CH3:19][C:20]1[CH:25]=[C:24]([CH3:26])[CH:23]=[CH:22][C:21]=1[N:27]1[CH2:32][CH2:31][NH:30][CH2:29][CH2:28]1.CCN(C(C)C)C(C)C.[BH-](OC(C)=O)(OC(C)=O)OC(C)=O.[Na+]>>[C:1]([N:5]1[C:9]([C:10]2[S:11][CH:12]=[CH:13][CH:14]=2)=[CH:8][C:7]([CH2:15][CH2:16][CH2:17][N:30]2[CH2:31][CH2:32][N:27]([C:21]3[CH:22]=[CH:23][C:24]([CH3:26])=[CH:25][C:20]=3[CH3:19])[CH2:28][CH2:29]2)=[N:6]1)([CH3:4])([CH3:3])[CH3:2] |f:3.4|. Reactants: C(C)(C)(C)N1N=C(C=C1C=1SC=CC1)CCC=O (3-(1-tert-butyl-5-(thiophene-2-yl)-1H-pyrazol-3-yl)propanal), [BH-](OC(=O)C)(OC(=O)C)OC(=O)C.[Na+] (NaBH(OAc)3), CC1=C(C=CC(=C1)C)N1CCNCC1 (1-(2,4-dimethylphenyl)piperazine), CCN(C(C)C)C(C)C (DIPEA). The product is C(C)(C)(C)N1N=C(C=C1C=1SC=CC1)CCCN1CCN(CC1)C1=C(C=C(C=C1)C)C (1-(3-(1-tert-butyl-5-(thiophene-2-yl)-1H-pyrazol-3-yl)propyl)-4-(2,4-dimethylphenyl)piperazine). Procedure details: 79 mg (87%) of target compound was obtained by using a method same as in Example 1 by using 3-(1-tert-butyl-5-(thiophene-2-yl)-1H-pyrazol-3-yl)propanal (50 mg, 0.191 mmol), 1-(2,4-dimethylphenyl)piperazine (36 mg, 0.191 mmol), DIPEA (0.050 mL, 0.287 mmol) and NaBH(OAc)3 (121 mg, 0.573 mmol).